From a dataset of the Open Reaction Database (ORD), a public repository of structured organic reaction records. describe an organic reaction: reactants, conditions, products, and yield Reactants: [Br-], CCOC(=O)C[P+](c1ccccc1)(c1ccccc1)c1ccccc1, C1CCOC1, CC(C)(C)[O-], Cc1ccccc1, O=Cc1nonc1C(=O)Nc1ccc(F)c(Cl)c1, [Na+]. Yields the product CCOC(=O)C=Cc1nonc1C(=O)Nc1ccc(F)c(Cl)c1. RXN SMILES: [Br-:1].[C:2](=[O:3])([O:4][CH2:5][CH3:6])[CH2:7][P+:8]([c:9]1[cH:10][cH:11][cH:12][cH:13][cH:14]1)([c:15]1[cH:16][cH:17][cH:18][cH:19][cH:20]1)[c:21]1[cH:22][cH:23][cH:24][cH:25][cH:26]1.[CH2:58]1[O:59][CH2:60][CH2:61][CH2:62]1.[CH3:27][C:28]([CH3:29])([O-:30])[CH3:31].[CH3:51][c:52]1[cH:53][cH:54][cH:55][cH:56][cH:57]1.[Cl:33][c:34]1[cH:35][c:36]([NH:41][C:42](=[O:43])[c:44]2[n:45][o:46][n:47][c:48]2[CH:49]=[O:50])[cH:37][cH:38][c:39]1[F:40].[Na+:32]>>[C:2](=[O:3])([O:4][CH2:5][CH3:6])[CH:7]=[CH:49][c:48]1[c:44]([C:42]([NH:41][c:36]2[cH:35][c:34]([Cl:33])[c:39]([F:40])[cH:38][cH:37]2)=[O:43])[n:45][o:46][n:47]1. Reactants: O=C1CCC(=O)N1Cl, ClC(Cl)Cl, O=C1NCCn2nc(COc3ccccc3)cc21. Product: O=C1NCCn2nc(COc3ccc(Cl)cc3)cc21. Reaction SMILES: [Cl:1][N:2]1[C:3](=[O:4])[CH2:5][CH2:6][C:7]1=[O:8].[Cl:27][CH:28]([Cl:29])[Cl:30].[O:9]([c:10]1[cH:11][cH:12][cH:13][cH:14][cH:15]1)[CH2:16][c:17]1[n:18][n:19]2[c:20]([cH:26]1)[C:21](=[O:25])[NH:22][CH2:23][CH2:24]2>>[Cl:1][c:13]1[cH:12][cH:11][c:10]([O:9][CH2:16][c:17]2[n:18][n:19]3[c:20]([cH:26]2)[C:21](=[O:25])[NH:22][CH2:23][CH2:24]3)[cH:15][cH:14]1. Starting materials: CC(C)(C)N, Cl, O=Cc1ccc(OCC2CO2)cc1. Yields the product CC(C)(C)NCC(O)COc1ccc(C=O)cc1. Reaction SMILES: [C:14]([CH3:15])([CH3:16])([CH3:17])[NH2:18].[ClH:19].[O:1]1[CH:2]([CH2:3][O:4][c:5]2[cH:6][cH:7][c:8]([CH:9]=[O:10])[cH:11][cH:12]2)[CH2:13]1>>[OH:1][CH:2]([CH2:3][O:4][c:5]1[cH:6][cH:7][c:8]([CH:9]=[O:10])[cH:11][cH:12]1)[CH2:13][NH:18][C:14]([CH3:15])([CH3:16])[CH3:17]. Starting materials: CCCCC=CC#N, CC#N, C1CCC2=NCCCN2CC1, C[Si](C)(C)CCOCn1ccc2c(-c3cn[nH]c3)ncnc21. Product: CCCCC(CC#N)n1cc(-c2ncnc3c2ccn3COCC[Si](C)(C)C)cn1. RXN SMILES: [C:23]([CH:24]=[CH:25][CH2:26][CH2:27][CH2:28][CH3:29])#[N:30].[CH3:42][C:43]#[N:44].[N:31]12[CH2:32][CH2:33][CH2:34][N:35]=[C:36]1[CH2:37][CH2:38][CH2:39][CH2:40][CH2:41]2.[nH:1]1[n:2][cH:3][c:4](-[c:6]2[c:7]3[c:8]([n:9][cH:10][n:11]2)[n:12]([CH2:15][O:16][CH2:17][CH2:18][Si:19]([CH3:20])([CH3:21])[CH3:22])[cH:13][cH:14]3)[cH:5]1>>[n:1]1[n:2]([CH:25]([CH2:24][C:23]#[N:30])[CH2:26][CH2:27][CH2:28][CH3:29])[cH:3][c:4](-[c:6]2[c:7]3[c:8]([n:9][cH:10][n:11]2)[n:12]([CH2:15][O:16][CH2:17][CH2:18][Si:19]([CH3:20])([CH3:21])[CH3:22])[cH:13][cH:14]3)[cH:5]1.